Dataset: the Open Reaction Database (ORD), a public repository of structured organic reaction records. Task: describe an organic reaction: reactants, conditions, products, and yield The reactants are C1(CC1)C1=CC2=C(N(N=C2C=C1N(S(=O)(=O)C)CCO)C1=NC=C(C=C1)C)C(=O)NC (5-Cyclopropyl-6-[(2-hydroxyethyl)(methylsulfonyl)amino]-N-methyl-2-(5-methylpyridin-2-yl)-2H-indazole-3-carboxamide), CC(=O)OI1(C=2C=CC=CC2C(=O)O1)(OC(=O)C)OC(=O)C (Dess-Martin periodinane). Run in C(Cl)Cl (DCM), C(Cl)Cl (DCM). Reaction conditions: time 1 hour. Yields the product C1(CC1)C1=CC2=C(N(N=C2C=C1N(CC=O)S(=O)(=O)C)C1=NC=C(C=C1)C)C(=O)NC (5-Cyclopropyl-N-methyl-2-(5-methylpyridin-2-yl)-6-[(methylsulfonyl)(2-oxoethyl)amino]-2H-indazole-3-carboxamide). The yield is 99.7%. Reaction SMILES: [CH:1]1([C:4]2[C:12]([N:13]([CH2:18][CH2:19][OH:20])[S:14]([CH3:17])(=[O:16])=[O:15])=[CH:11][C:10]3[C:6](=[C:7]([C:28]([NH:30][CH3:31])=[O:29])[N:8]([C:21]4[CH:26]=[CH:25][C:24]([CH3:27])=[CH:23][N:22]=4)[N:9]=3)[CH:5]=2)[CH2:3][CH2:2]1.CC(OI1(OC(C)=O)(OC(C)=O)OC(=O)C2C=CC=CC1=2)=O>C(Cl)Cl>[CH:1]1([C:4]2[C:12]([N:13]([S:14]([CH3:17])(=[O:15])=[O:16])[CH2:18][CH:19]=[O:20])=[CH:11][C:10]3[C:6](=[C:7]([C:28]([NH:30][CH3:31])=[O:29])[N:8]([C:21]4[CH:26]=[CH:25][C:24]([CH3:27])=[CH:23][N:22]=4)[N:9]=3)[CH:5]=2)[CH2:3][CH2:2]1. Procedure: To a stirred solution of Compound (2) (278 mg) in DCM (6 mL) was added Dess-Martin periodinane (400 mg, 0.94 mmol). The mixture was stirred at room temperature for 1 h and then diluted with DCM (10 mL) and washed with aq. saturated NaHCO3 solution (10 mL) and water (10 mL). The organic phase was filtered to remove insoluble impurities, dried (MgSO4) and concentrated in vacuo to afford (i) (276 mg) which was used in the next step without further purification. ESI-MS m/z calculated for [M+MeOH]+: ...